This data is from the Open Reaction Database (ORD), a public repository of structured organic reaction records. The task is: describe an organic reaction: reactants, conditions, products, and yield The reactants are ClCCl, COC(=O)C(O)C(N)c1ccccc1, c1ccncc1, O=S(=O)(Cl)c1c2ccccc2cc2ccccc12. The product is COC(=O)C(O)C(NS(=O)(=O)c1c2ccccc2cc2ccccc12)c1ccccc1. As a reaction SMILES: [CH2:39]([Cl:40])[Cl:41].[CH3:1][O:2][C:3]([CH:4]([CH:5]([NH2:6])[c:7]1[cH:8][cH:9][cH:10][cH:11][cH:12]1)[OH:13])=[O:14].[cH:15]1[cH:16][cH:17][n:18][cH:19][cH:20]1.[cH:21]1[cH:22][cH:23][cH:24][c:25]2[cH:26][c:27]3[cH:28][cH:29][cH:30][cH:31][c:32]3[c:33]([S:35](=[O:36])(=[O:37])[Cl:38])[c:34]12>>[CH3:1][O:2][C:3]([CH:4]([CH:5]([NH:6][S:35]([c:33]1[c:32]2[c:27]([cH:26][c:25]3[cH:24][cH:23][cH:22][cH:21][c:34]31)[cH:28][cH:29][cH:30][cH:31]2)(=[O:36])=[O:37])[c:7]1[cH:8][cH:9][cH:10][cH:11][cH:12]1)[OH:13])=[O:14]. Starting materials: FC=1C=CC(=C(C1)[C@@H]1N(CCC1)C1=NC=2N(C=C1)N=CC2C(=O)O)OC ((R)-5-(2-(5-fluoro-2-methoxyphenyl)pyrrolidin-1-yl)pyrazolo[1,5-a]pyrimidine-3-carboxylic acid), NCC(C)(O)C (1-amino-2-methylpropan-2-ol). Product: FC=1C=CC(=C(C1)[C@@H]1N(CCC1)C1=NC=2N(C=C1)N=CC2C(=O)NCC(C)(C)O)OC ((R)-5-(2-(5-fluoro-2-methoxyphenyl)pyrrolidin-1-yl)-N-(2-hydroxy-2-methylpropyl)pyrazolo[1,5-a]pyrimidine-3-carboxamide). Yield: 55.0%. As a reaction SMILES: [F:1][C:2]1[CH:3]=[CH:4][C:5]([O:25][CH3:26])=[C:6]([C@H:8]2[CH2:12][CH2:11][CH2:10][N:9]2[C:13]2[CH:18]=[CH:17][N:16]3[N:19]=[CH:20][C:21]([C:22]([OH:24])=O)=[C:15]3[N:14]=2)[CH:7]=1.[NH2:27][CH2:28][C:29]([CH3:32])([OH:31])[CH3:30]>>[F:1][C:2]1[CH:3]=[CH:4][C:5]([O:25][CH3:26])=[C:6]([C@H:8]2[CH2:12][CH2:11][CH2:10][N:9]2[C:13]2[CH:18]=[CH:17][N:16]3[N:19]=[CH:20][C:21]([C:22]([NH:27][CH2:28][C:29]([OH:31])([CH3:32])[CH3:30])=[O:24])=[C:15]3[N:14]=2)[CH:7]=1. Procedure details: Prepared by the method described in Example 1 using (R)-5-(2-(5-fluoro-2-methoxyphenyl)pyrrolidin-1-yl)pyrazolo[1,5-a]pyrimidine-3-carboxylic acid (Preparation G) and 1-amino-2-methylpropan-2-ol to yield the title compound as a white solid (17 mg, 55% yield). MS (apci) m/z=428.1 (M+H). The reactants are COc1cccc2[nH]ccc12, [Na+], CN(C)C=O, [OH-], O, O=P(Cl)(Cl)Cl. Yields the product COc1cccc2[nH]cc(C=O)c12. Reaction SMILES: [CH3:6][O:7][c:8]1[c:9]2[cH:10][cH:11][nH:12][c:13]2[cH:14][cH:15][cH:16]1.[Na+:18].[O:20]=[CH:21][N:22]([CH3:23])[CH3:24].[OH-:17].[OH2:19].[P:1]([Cl:2])([Cl:3])([Cl:4])=[O:5]>>[CH3:6][O:7][c:8]1[c:9]2[c:10]([CH:21]=[O:20])[cH:11][nH:12][c:13]2[cH:14][cH:15][cH:16]1. Starting materials: BrB(Br)Br, COc1ccc(-n2c(-c3nonc3N)nc3cncc(Br)c32)cc1, ClCCl. The product is Nc1nonc1-c1nc2cncc(Br)c2n1-c1ccc(O)cc1. As a reaction SMILES: [B:25]([Br:26])([Br:27])[Br:28].[Br:1][c:2]1[c:3]2[c:4]([cH:5][n:6][cH:7]1)[n:8][c:9](-[c:19]1[c:20]([NH2:24])[n:21][o:22][n:23]1)[n:10]2-[c:11]1[cH:12][cH:13][c:14]([O:17][CH3:18])[cH:15][cH:16]1.[Cl:29][CH2:30][Cl:31]>>[Br:1][c:2]1[c:3]2[c:4]([cH:5][n:6][cH:7]1)[n:8][c:9](-[c:19]1[c:20]([NH2:24])[n:21][o:22][n:23]1)[n:10]2-[c:11]1[cH:12][cH:13][c:14]([OH:17])[cH:15][cH:16]1. The reactants are CC(C)(C)N(C([O-])=O)C1(CCCC1)C(=O)NN1C=CC=C1 (1,1-dimethylethyl-[1-[(1H-pyrrol-1-ylamino)carbonyl]cyclopentyl]carbamate), II (I2), Cl (HCl), CCOC(=O)C.CCCCCC (EtOAc hexane). Run in C(C)(=O)OCC.C(C)(C)O (ethyl acetate isopropanol). Reaction conditions: time 18 hour. Product: Cl.NC1(CCCC1)C(=O)NN1C=CC=C1 (1-Amino-N-1H-pyrrol-1-ylcyclopentanecarboxamide Hydrochloride). Reaction SMILES: CC([N:5]([C:9]1([C:14]([NH:16][N:17]2[CH:21]=[CH:20][CH:19]=[CH:18]2)=[O:15])[CH2:13][CH2:12][CH2:11][CH2:10]1)C(=O)[O-])(C)C.[ClH:22].CCOC(C)=O.CCCCCC.II>C(OCC)(=O)C.C(O)(C)C>[ClH:22].[NH2:5][C:9]1([C:14]([NH:16][N:17]2[CH:21]=[CH:20][CH:19]=[CH:18]2)=[O:15])[CH2:10][CH2:11][CH2:12][CH2:13]1 |f:2.3,5.6,7.8|. Procedure: To a stirred solution consisting of 1,1-dimethylethyl-[1-[(1H-pyrrol-1-ylamino)carbonyl]cyclopentyl]carbamate (2.90 g) in ethyl acetate/isopropanol (30 ml, 3:1) was added excess ethereal HCl. After stirring for 18 hours at room temperature, the reaction appeared complete by TLC (silica gel, 30% EtOAc/hexane, I2 stain). The solid was filtered under nitrogen and recrystallized from ether/methanol to afford 1.40 g of the product, m.p. 218°-220° C. Starting materials: CC=1C=C(C=C(C1)B1OC(C(O1)(C)C)(C)C)NC1=NC=CC(=N1)C(F)(F)F (N-[3-methyl-5-(4,4,5,5-tetramethyl-1,3,2-dioxaborolan-2-yl)phenyl]-4-(trifluoromethyl)pyrimidin-2-amine), C([O-])([O-])=O.[Na+].[Na+] (sodium carbonate), BrC=1C=CC(=NC1)C(N[S@](=O)C(C)(C)C)(C1CC1)C1CC1 ((R)—N-[(5-bromopyridin-2-yl)(dicyclopropyl)methyl]-2-methylpropane-2-sulfinamide). The reagents and catalysts are C1=CC=C(C=C1)P([C-]2C=CC=C2)C3=CC=CC=C3.C1=CC=C(C=C1)P([C-]2C=CC=C2)C3=CC=CC=C3.Cl[Pd]Cl.[Fe+2].ClCCl (PdCl2(dppf) dichloromethane). The solvent is 2-methyl-THF. Yields the product C1(CC1)C(N[S@](=O)C(C)(C)C)(C1=NC=C(C=C1)C1=CC(=CC(=C1)NC1=NC=CC(=N1)C(F)(F)F)C)C1CC1 ((R)—N-{dicyclopropyl[5-(3-methyl-5-{[4-(trifluoromethyl)pyrimidin-2-yl]amino}phenyl)pyridin-2-yl]methyl}-2-methylpropane-2-sulfinamide). Reaction SMILES: [CH3:1][C:2]1[CH:3]=[C:4]([NH:17][C:18]2[N:23]=[C:22]([C:24]([F:27])([F:26])[F:25])[CH:21]=[CH:20][N:19]=2)[CH:5]=[C:6](B2OC(C)(C)C(C)(C)O2)[CH:7]=1.C(=O)([O-])[O-].[Na+].[Na+].Br[C:35]1[CH:36]=[CH:37][C:38]([C:41]([CH:52]2[CH2:54][CH2:53]2)([CH:49]2[CH2:51][CH2:50]2)[NH:42][S@@:43]([C:45]([CH3:48])([CH3:47])[CH3:46])=[O:44])=[N:39][CH:40]=1>C1C=CC(P(C2C=CC=CC=2)[C-]2C=CC=C2)=CC=1.C1C=CC(P(C2C=CC=CC=2)[C-]2C=CC=C2)=CC=1.Cl[Pd]Cl.[Fe+2].ClCCl>[CH:49]1([C:41]([CH:52]2[CH2:54][CH2:53]2)([C:38]2[CH:37]=[CH:36][C:35]([C:6]3[CH:5]=[C:4]([NH:17][C:18]4[N:23]=[C:22]([C:24]([F:25])([F:26])[F:27])[CH:21]=[CH:20][N:19]=4)[CH:3]=[C:2]([CH3:1])[CH:7]=3)=[CH:40][N:39]=2)[NH:42][S@@:43]([C:45]([CH3:47])([CH3:48])[CH3:46])=[O:44])[CH2:51][CH2:50]1 |f:1.2.3,5.6.7.8.9|. Procedure details: N-[3-methyl-5-(4,4,5,5-tetramethyl-1,3,2-dioxaborolan-2-yl)phenyl]-4-(trifluoromethyl)pyrimidin-2-amine (300 mg, 0.791 mmol), PdCl2(dppf)-dichloromethane adduct (32.3 mg, 0.040 mmol), and sodium carbonate (2 M, 0.791 mL, 1.58 mmol) were added to a solution of (R)—N-[(5-bromopyridin-2-yl)(dicyclopropyl)methyl]-2-methylpropane-2-sulfinamide (344 mg, 0.926 mmol) in 2-methyl-THF (2.60 mL) and flushed and purged with Ar(g). The reaction mixture was irradiated in a microwave reactor for 5 minutes at 1...